The task is: describe an organic reaction: reactants, conditions, products, and yield. This data is from the Open Reaction Database (ORD), a public repository of structured organic reaction records. Product: [N+](=O)([O-])C1=CC=C(C(=O)N2C(CC(CCC2)Cl)=O)C=C1 (N-(4-Nitrobenzoyl)-3-chlorocaprolactam). Starting materials: C(C1=CC=CC=C1)(=O)N1C(CC(CCC1)Cl)=O (N-Benzoyl-3-chlorocaprolactam), [N+](=O)([O-])C1=CC=C(C(=O)Cl)C=C1 (4-nitrobenzoyl chloride). Procedure details: Synthesized as in the alternative preparation for N-benzoyl-3-chlorocaprolactam (Example VI) using 4-nitrobenzoyl chloride in place of benzoyl chloride. As a reaction SMILES: [C:1]([N:9]1[CH2:15][CH2:14][CH2:13][CH:12]([Cl:16])[CH2:11][C:10]1=[O:17])(=[O:8])[C:2]1[CH:7]=[CH:6][CH:5]=[CH:4][CH:3]=1.[N+:18](C1C=CC(C(Cl)=O)=CC=1)([O-:20])=[O:19]>>[N+:18]([C:5]1[CH:4]=[CH:3][C:2]([C:1]([N:9]2[CH2:15][CH2:14][CH2:13][CH:12]([Cl:16])[CH2:11][C:10]2=[O:17])=[O:8])=[CH:7][CH:6]=1)([O-:20])=[O:19]. RXN SMILES: [F:1][CH:2](F)[CH2:3]I.[NH:6]1[CH2:10][CH2:9][C@H:8]([NH:11][C:12](=[O:18])[O:13][C:14]([CH3:17])([CH3:16])[CH3:15])[CH2:7]1.N1CC[C@@H](NC(=O)OC(C)(C)C)C1>>[F:1][CH2:2][CH2:3][N:6]1[CH2:10][CH2:9][C@H:8]([NH:11][C:12](=[O:18])[O:13][C:14]([CH3:16])([CH3:15])[CH3:17])[CH2:7]1. Reported procedure: The title compound was prepared by substituting 1-fluoro-2-iodoethane for 1,1-difluoro-2-iodoethane and (S)-tert-butyl pyrrolidin-3-ylcarbamate for (R)-tert-butyl pyrrolidin-3-ylcarbamate in EXAMPLE 180A. Product: FCCN1C[C@H](CC1)NC(OC(C)(C)C)=O ((S)-tert-butyl 1-(2-fluoroethyl)pyrrolidin-3-ylcarbamate). Starting materials: FC(CI)F (1,1-difluoro-2-iodoethane), N1C[C@H](CC1)NC(OC(C)(C)C)=O ((S)-tert-butyl pyrrolidin-3-ylcarbamate), N1C[C@@H](CC1)NC(OC(C)(C)C)=O ((R)-tert-butyl pyrrolidin-3-ylcarbamate). Reactants: N,N,N-diisopropylethylamine, Cl.CN(CCCN=C=NCC)C (N-[3-(dimethylamino)propyl]-N′-ethylcarbodiimide hydrochloride), FC1=CC(=C(C(=O)O)C=C1)SC (4-fluoro-2-(methylthio)benzoic acid), [Cl-].[NH4+] (ammonium chloride), ON1N=NC2=C1N=CC=C2 (1-hydroxy-7-azabenzotriazole). The solvent is CN(C)C=O (DMF). Conditions: time 16 hour. The product is FC1=CC(=C(C(=O)N)C=C1)SC (4-fluoro-2-(methylthio)benzamide). Reaction SMILES: [F:1][C:2]1[CH:10]=[CH:9][C:5]([C:6](O)=[O:7])=[C:4]([S:11][CH3:12])[CH:3]=1.[Cl-].[NH4+].O[N:16]1C2N=CC=CC=2N=N1.Cl.CN(C)CCCN=C=NCC>CN(C=O)C>[F:1][C:2]1[CH:10]=[CH:9][C:5]([C:6]([NH2:16])=[O:7])=[C:4]([S:11][CH3:12])[CH:3]=1 |f:1.2,4.5|. Procedure: To a solution of 4-fluoro-2-(methylthio)benzoic acid (8.1 g, 43.6 mmol) in degassed DMF (100 mL) under nitrogen was added ammonium chloride (4.66 g, 87.2 mmol) followed by 1-hydroxy-7-azabenzotriazole (11.87 g, 87.2 mmol) and N,N,N-diisopropylethylamine (30.38 mL, 174.4 mmol). To this mixture was added N-[3-(dimethylamino)propyl]-N′-ethylcarbodiimide hydrochloride and the reaction was stirred for 16 hour. LCMS analysis indicated that the reaction was complete. The DMF was removed in vacuo and th... Reactants: CN(C)C=O, ClCc1coc(-c2ccccc2)n1, [H-], [Na+], O, CCOC(=O)CCc1cn(Cc2ccc(O)cc2)cc1-c1ccccc1. Yields the product CCOC(=O)CCc1cn(Cc2ccc(OCc3coc(-c4ccccc4)n3)cc2)cc1-c1ccccc1. As a reaction SMILES: [CH3:43][N:44]([CH3:45])[CH:46]=[O:47].[Cl:29][CH2:30][c:31]1[n:32][c:33](-[c:36]2[cH:37][cH:38][cH:39][cH:40][cH:41]2)[o:34][cH:35]1.[H-:1].[Na+:2].[OH2:42].[OH:3][c:4]1[cH:5][cH:6][c:7]([CH2:8][n:9]2[cH:10][c:11]([CH2:20][CH2:21][C:22](=[O:23])[O:24][CH2:25][CH3:26])[c:12](-[c:14]3[cH:15][cH:16][cH:17][cH:18][cH:19]3)[cH:13]2)[cH:27][cH:28]1>>[O:3]([c:4]1[cH:5][cH:6][c:7]([CH2:8][n:9]2[cH:10][c:11]([CH2:20][CH2:21][C:22](=[O:23])[O:24][CH2:25][CH3:26])[c:12](-[c:14]3[cH:15][cH:16][cH:17][cH:18][cH:19]3)[cH:13]2)[cH:27][cH:28]1)[CH2:30][c:31]1[n:32][c:33](-[c:36]2[cH:37][cH:38][cH:39][cH:40][cH:41]2)[o:34][cH:35]1.